From a dataset of the Open Reaction Database (ORD), a public repository of structured organic reaction records. describe an organic reaction: reactants, conditions, products, and yield Reactants: CCOC(=O)C1C2C(C)CCC(C(C)C)C12, Cl, [Na+], [OH-]. Product: CC(C)C1CCC(C)C2C(C(=O)O)C12. RXN SMILES: [CH2:1]([CH3:2])[O:3][C:4](=[O:5])[CH:6]1[CH:7]2[CH:8]([CH3:16])[CH2:9][CH2:10][CH:11]([CH:13]([CH3:14])[CH3:15])[CH:12]12.[ClH:17].[Na+:19].[OH-:18]>>[O:3]=[C:4]([OH:5])[CH:6]1[CH:7]2[CH:8]([CH3:16])[CH2:9][CH2:10][CH:11]([CH:13]([CH3:14])[CH3:15])[CH:12]12. Reactants: [Na+], O=C1Cc2c(Oc3ccccc3)ccc(Cl)c2N1, C1COCCO1, [OH-], O. Product: [Na+], Nc1c(Cl)ccc(Oc2ccccc2)c1CC(=O)[O-]. As a reaction SMILES: [Na+:20].[O:1]=[C:2]1[NH:3][c:4]2[c:5]([Cl:18])[cH:6][cH:7][c:8]([O:11][c:12]3[cH:13][cH:14][cH:15][cH:16][cH:17]3)[c:9]2[CH2:10]1.[O:22]1[CH2:23][CH2:24][O:25][CH2:26][CH2:27]1.[OH-:19].[OH2:21]>>[Na+:20].[O:1]=[C:2]([CH2:10][c:9]1[c:4]([NH2:3])[c:5]([Cl:18])[cH:6][cH:7][c:8]1[O:11][c:12]1[cH:13][cH:14][cH:15][cH:16][cH:17]1)[O-:19]. Product: COC(=O)c1c2c(c(OC)c(=O)n1CC(=O)OC(C)(C)C)C(=O)N(Cc1ccc(F)c(Cl)c1)CC2. RXN SMILES: [C:1]([CH3:2])([CH3:3])([CH3:4])[O:5][C:6]([CH2:7][n:8]1[c:9]([C:30](=[O:31])[O:32][CH3:33])[c:10]2[c:15]([c:16]([OH:19])[c:17]1=[O:18])[C:14](=[O:20])[N:13]([CH2:21][c:22]1[cH:23][c:24]([Cl:29])[c:25]([F:28])[cH:26][cH:27]1)[CH2:12][CH2:11]2)=[O:34].[CH3:35][Si:36]([CH:37]=[N+:38]=[N-:39])([CH3:40])[CH3:41].[CH3:42][CH2:43][CH2:44][CH2:45][CH2:46][CH3:47].[CH3:48][OH:49].[Cl:50][CH2:51][Cl:52]>>[C:1]([CH3:2])([CH3:3])([CH3:4])[O:5][C:6]([CH2:7][n:8]1[c:9]([C:30](=[O:31])[O:32][CH3:33])[c:10]2[c:15]([c:16]([O:19][CH3:35])[c:17]1=[O:18])[C:14](=[O:20])[N:13]([CH2:21][c:22]1[cH:23][c:24]([Cl:29])[c:25]([F:28])[cH:26][cH:27]1)[CH2:12][CH2:11]2)=[O:34]. The reactants are COC(=O)c1c2c(c(O)c(=O)n1CC(=O)OC(C)(C)C)C(=O)N(Cc1ccc(F)c(Cl)c1)CC2, C[Si](C)(C)C=[N+]=[N-], CCCCCC, CO, ClCCl. Starting materials: C=CCCCCCC, CCCCC(CCCC)c1cc[n+]([O-])cc1, OO. The product is CCCCCCC1CO1. RXN SMILES: [CH2:1]=[CH:2][CH2:3][CH2:4][CH2:5][CH2:6][CH2:7][CH3:8].[CH3:11][CH2:12][CH2:13][CH2:14][CH:15]([c:16]1[cH:17][cH:18][n+:19]([O-:26])[cH:20][cH:21]1)[CH2:22][CH2:23][CH2:24][CH3:25].[OH:9][OH:10]>>[CH2:1]1[CH:2]([CH2:3][CH2:4][CH2:5][CH2:6][CH2:7][CH3:8])[O:26]1. Starting materials: BrC=1C=C2C(=NC1)C=NN2 (6-bromo-1H-pyrazolo[4,3-b]pyridine), C([O-])([O-])=O.[Cs+].[Cs+] (cesium carbonate), IC (iodomethane). The solvent is CN(C)C=O (DMF). Reaction conditions: time 5 minute. Product: BrC=1C=C2C(=NC1)C=NN2C (6-bromo-1-methyl-1H-pyrazolo[4,3-b]pyridine). As a reaction SMILES: [Br:1][C:2]1[CH:3]=[C:4]2[NH:10][N:9]=[CH:8][C:5]2=[N:6][CH:7]=1.[C:11](=O)([O-])[O-].[Cs+].[Cs+].IC>CN(C=O)C>[Br:1][C:2]1[CH:3]=[C:4]2[N:10]([CH3:11])[N:9]=[CH:8][C:5]2=[N:6][CH:7]=1 |f:1.2.3|. Reported procedure: To a solution of 6-bromo-1H-pyrazolo[4,3-b]pyridine (200 mg, 1.01 mmol) in DMF (5 mL) was added cesium carbonate (494 mg, 1.515 mmol). The reaction solution was stirred at room temperature for 5 minutes, iodomethane (215 mg, 1.515 mmol) was added. The reaction solution was stirred for 2 h and quenched with water. Volatiles were removed and the residue partitioned between ethyl acetate and water. The organic phase was washed with brine, dried (MgSO4), filtered and concentrated to give crude produ... Starting materials: CCOCC, CC(C)CO, O=C(Cl)CCl, c1ccncc1. The product is CC(C)COC(=O)CCl. Reaction SMILES: [CH3:17][CH2:18][O:19][CH2:20][CH3:21].[CH3:6][CH:7]([CH2:8][OH:9])[CH3:10].[Cl:1][CH2:2][C:3](=[O:4])[Cl:5].[cH:11]1[cH:12][cH:13][n:14][cH:15][cH:16]1>>[Cl:1][CH2:2][C:3](=[O:4])[O:9][CH2:8][CH:7]([CH3:6])[CH3:10]. Reaction SMILES: OS(O)(=O)=O.O=S(=O)=O.[N+:10]([O-:13])(O)=[O:11].[OH:14][C:15]1[CH:20]=[C:19]([CH2:21][CH3:22])[N:18]=[CH:17][N:16]=1>>[OH:14][C:15]1[C:20]([N+:10]([O-:13])=[O:11])=[C:19]([CH2:21][CH3:22])[N:18]=[CH:17][N:16]=1 |f:0.1|. Run at time 8 hour. Procedure: 8 ml of 25% oleum are added dropwise with cooling at a maximum of 10° C. to 8 ml of 100% nitric acid. 12.4 g (0.10 mol) of 4-hydroxy-6-ethylpyrimidine are then introduced in portions at a maximum of 35° C. The temperature is kept at 40° C. overnight. For the purpose of reacting further any starting material that remains, a further 13 ml of 25% oleum and 11 ml of 100% nitric acid are added dropwise at a maximum of 40° C. The mixture is left for 12 hours at 40° C. to complete the reaction and is t... Reactants: OS(=O)(=O)O.O=S(=O)=O (oleum), [N+](=O)(O)[O-] (nitric acid), OC1=NC=NC(=C1)CC (4-hydroxy-6-ethylpyrimidine), OS(=O)(=O)O.O=S(=O)=O (oleum), [N+](=O)(O)[O-] (nitric acid). Yields the product OC1=NC=NC(=C1[N+](=O)[O-])CC (4-hydroxy-5-nitro-6-ethylpyrimidine). Starting materials: CSc1ncc2cc(-c3ccc(F)c(NC(=O)Nc4cc(C(C)C)no4)c3)c(=O)n(C)c2n1, CC(N)CO. Product: CC(CO)Nc1ncc2cc(-c3ccc(F)c(NC(=O)Nc4cc(C(C)C)no4)c3)c(=O)n(C)c2n1. Reaction SMILES: [F:1][c:2]1[c:3]([NH:22][C:23](=[O:24])[NH:25][c:26]2[cH:27][c:28]([CH:31]([CH3:32])[CH3:33])[n:29][o:30]2)[cH:4][c:5](-[c:8]2[cH:9][c:10]3[c:11]([n:12][c:13]([S:16][CH3:17])[n:14][cH:15]3)[n:18]([CH3:21])[c:19]2=[O:20])[cH:6][cH:7]1.[NH2:34][CH:35]([CH3:36])[CH2:37][OH:38]>>[F:1][c:2]1[c:3]([NH:22][C:23](=[O:24])[NH:25][c:26]2[cH:27][c:28]([CH:31]([CH3:32])[CH3:33])[n:29][o:30]2)[cH:4][c:5](-[c:8]2[cH:9][c:10]3[c:11]([n:12][c:13]([NH:34][CH:35]([CH3:36])[CH2:37][OH:38])[n:14][cH:15]3)[n:18]([CH3:21])[c:19]2=[O:20])[cH:6][cH:7]1. Starting materials: FC(OC=1C=C(C=CC1)C=1C=CC=2N=CN=C(C2N1)O)(F)F (6-(3-(trifluoromethoxy)phenyl)pyrido[3,2-d]pyrimidin-4-ol), O=S(Cl)Cl (SOCl2). Yields the product ClC=1C2=C(N=CN1)C=CC(=N2)C2=CC(=CC=C2)OC(F)(F)F (4-chloro-6-(3-(trifluoromethoxy)phenyl)pyrido[3,2-d]pyrimidine). As a reaction SMILES: [F:1][C:2]([F:22])([F:21])[O:3][C:4]1[CH:5]=[C:6]([C:10]2[CH:11]=[CH:12][C:13]3[N:14]=[CH:15][N:16]=[C:17](O)[C:18]=3[N:19]=2)[CH:7]=[CH:8][CH:9]=1.O=S(Cl)[Cl:25]>>[Cl:25][C:17]1[C:18]2[N:19]=[C:10]([C:6]3[CH:7]=[CH:8][CH:9]=[C:4]([O:3][C:2]([F:22])([F:21])[F:1])[CH:5]=3)[CH:11]=[CH:12][C:13]=2[N:14]=[CH:15][N:16]=1. Reported procedure: A solution of 6-(3-(trifluoromethoxy)phenyl)pyrido[3,2-d]pyrimidin-4-ol (1.2 g, 3.9 mmol) in SOCl2 (10 mL) was refluxed for 2 hours. The reaction was concentrated under reduce pressure, and the residue was chased with toluene (10 mL) to obtain 4-chloro-6-(3-(trifluoromethoxy)phenyl)pyrido[3,2-d]pyrimidine as a brown solid. Used as is without further purification. Starting materials: FC=1C=C(CCOC=2NC=C(C(N2)=O)CC)C=C(C1OC=1C=NC(=NC1)C(F)(F)F)F (2-(3,5-difluoro-4-((2-(trifluoromethyl)pyrimidin-5-yl)oxy)phenethoxy)-5-ethylpyrimidin-4(1H)-one), CCN(C(C)C)C(C)C (DIPEA), CI (MeI). Solvent: C(Cl)Cl (DCM). Run at time 8 hour. Yields the product FC=1C=C(CCOC=2N(C=C(C(N2)=O)CC)C)C=C(C1OC=1C=NC(=NC1)C(F)(F)F)F (2-(3,5-difluoro-4-((2-(trifluoromethyl)pyrimidin-5-yl)oxy)phenethoxy)-5-ethyl-1-methylpyrimidin-4(1H)-one). The yield is 38.2%. RXN SMILES: [F:1][C:2]1[CH:3]=[C:4]([CH:17]=[C:18]([F:31])[C:19]=1[O:20][C:21]1[CH:22]=[N:23][C:24]([C:27]([F:30])([F:29])[F:28])=[N:25][CH:26]=1)[CH2:5][CH2:6][O:7][C:8]1[NH:9][CH:10]=[C:11]([CH2:15][CH3:16])[C:12](=[O:14])[N:13]=1.[CH3:32]CN(C(C)C)C(C)C.CI>C(Cl)Cl>[F:31][C:18]1[CH:17]=[C:4]([CH:3]=[C:2]([F:1])[C:19]=1[O:20][C:21]1[CH:26]=[N:25][C:24]([C:27]([F:29])([F:30])[F:28])=[N:23][CH:22]=1)[CH2:5][CH2:6][O:7][C:8]1[N:9]([CH3:32])[CH:10]=[C:11]([CH2:15][CH3:16])[C:12](=[O:14])[N:13]=1. Procedure details: To the solution of 2-(3,5-difluoro-4-((2-(trifluoromethyl)pyrimidin-5-yl)oxy)phenethoxy)-5-ethylpyrimidin-4(1H)-one (30 mg, 0.068 mmol) and DIPEA (0.03 ml, 0.172 mmol) in DCM (1.5 ml) was added MeI (0.025 ml, 0.407 mmol). The solution was stirred at room temperature overnight. Purification via reverse phase flash chromatography then afforded the title compound (12 mg, 0.026 mmol, 38.8% yield). LCMS: rt=3.10 min, [M+H+]=457